This data is from the Open Reaction Database (ORD), a public repository of structured organic reaction records. The task is: describe an organic reaction: reactants, conditions, products, and yield Reactants: CNCC1=CC=CC=C1 (N-methyl benzylamine), ClS(=O)(=O)CC(=O)OC (methyl chlorosulfonylacetate), O (water). The solvent is ClCCl (dichloromethane), ClCCl (dichloromethane). Yields the product C(C1=CC=CC=C1)N(S(=O)(=O)CC(=O)OC)C (Methyl (N-benzyl-N-methylsulfamoyl)acetate). Yield: 61.0%. As a reaction SMILES: [CH3:1][NH:2][CH2:3][C:4]1[CH:9]=[CH:8][CH:7]=[CH:6][CH:5]=1.Cl[S:11]([CH2:14][C:15]([O:17][CH3:18])=[O:16])(=[O:13])=[O:12].O>ClCCl>[CH2:3]([N:2]([CH3:1])[S:11]([CH2:14][C:15]([O:17][CH3:18])=[O:16])(=[O:13])=[O:12])[C:4]1[CH:9]=[CH:8][CH:7]=[CH:6][CH:5]=1. Procedure: To a stirred solution of N-methyl benzylamine (7 ml, 54.2 mmol) in dichloromethane (10 ml) at 0-5° C. under an atmosphere of nitrogen was added dropwise a solution of methyl chlorosulfonylacetate (prepared by the method of M. J. Szymonifka and J. V. Heck, Tetrahedron Lett., 1989, 30, 22, 2869) (4.26 g, 24.7 mmol) in dichloromethane (5 ml), maintaining the temperature below 5° C. The yellow solution was then warmed to ambient temperature over a 2 hr period before water (30 ml) was added. The orga...